The task is: describe an organic reaction: reactants, conditions, products, and yield. This data is from the Open Reaction Database (ORD), a public repository of structured organic reaction records. The reactants are Cl.COC1=CC=2C3CNCC(CC2C=C1)C3 (4-Methoxy-11-aza-tricyclo[7.3.1.02,7]trideca-2(7),3,5-triene hydrochloride), [OH-].[Na+] (NaOH). The solvent is Br (HBr). The product is C12C=3C=C(C=CC3CC(CNC1)C2)O (11-AZA-TRICYCLO[7.3.1.02,7]TRIDECA-2(7),3,5-TRIEN-4-OL). RXN SMILES: Cl.C[O:3][C:4]1[CH:15]=[CH:14][C:13]2[CH2:12][CH:11]3[CH2:16][CH:7]([CH2:8][NH:9][CH2:10]3)[C:6]=2[CH:5]=1.[OH-].[Na+]>Br>[CH:7]12[CH2:16][CH:11]([CH2:10][NH:9][CH2:8]1)[CH2:12][C:13]1[CH:14]=[CH:15][C:4]([OH:3])=[CH:5][C:6]2=1 |f:0.1,2.3|. Procedure: 4-Methoxy-11-aza-tricyclo[7.3.1.02,7]trideca-2(7),3,5-triene hydrochloride (120 mg, 0.50 mmol was brought to reflux in 48% HBr (2 mL). After 1 hour the solution was cooled and poured into a 1N aq. NaOH soln. adjusted to pH 10 and product was extracted with EtOAc (3×40 mL). The organic layer was washed with brine (50 mL), dried (MgSO4) and concentrated to a white solid which was recrystallized from Et2O/hexanes (40 mg, 42%). (TLC 50% EtOAc/CH2Cl2 Rf 0.15). 1H NMR (CDCl3) δ 6.98 (d, J=8.0 Hz, 1H),... Starting materials: BrCC(=O)C=1C2=C(SC1)C=CC=C2 (3-(2-bromoacetyl)benzo[b]thiophen), N1C(NCC1)=S (2-imidazolidinethione), C(C)O (ethanol). Solvent: C(C)(=O)O (acetic acid). Product: Br.S1C2=C(C(=C1)C=1N3C(SC1)=NCC3)C=CC=C2 (3-(benzo[b]thiophen-3-yl)-5,6-dihydroimidazo[2,1-b]thiazole monohydrobromide). Yield: 87.3%. Reaction SMILES: [Br:1][CH2:2][C:3]([C:5]1[C:6]2[CH:13]=[CH:12][CH:11]=[CH:10][C:7]=2[S:8][CH:9]=1)=O.[NH:14]1[CH2:18][CH2:17][NH:16][C:15]1=[S:19].C(O)C>C(O)(=O)C>[BrH:1].[S:8]1[CH:9]=[C:5]([C:3]2[N:16]3[CH2:17][CH2:18][N:14]=[C:15]3[S:19][CH:2]=2)[C:6]2[CH:13]=[CH:12][CH:11]=[CH:10][C:7]1=2 |f:4.5|. Procedure: A mixture of 3-(2-bromoacetyl)benzo[b]thiophen (10.0 g), 2-imidazolidinethione (4.0 g), ethanol (120 ml) and acetic acid (80 ml) was heated under reflux for 24 hours then allowed to cool to ambient temperature. The resulting solid was collected by filtration and dried in vacuo at ambient temperature to give 3-(benzo[b]thiophen-3-yl)-5,6-dihydroimidazo[2,1-b]thiazole monohydrobromide 1.8 hydrate as a white solid (11.6 g), m.p. 227°-229° C. Reactants: O=C(NC1CCC(C(=O)O)CC1)OCc1ccccc1, Nc1ccccc1O. The product is O=C(NC1CCC(C(=O)Nc2ccccc2O)CC1)OCc1ccccc1. As a reaction SMILES: [CH2:1]([c:2]1[cH:3][cH:4][cH:5][cH:6][cH:7]1)[O:8][C:9](=[O:10])[NH:11][CH:12]1[CH2:13][CH2:14][CH:15]([C:18](=[O:19])[OH:20])[CH2:16][CH2:17]1.[NH2:21][c:22]1[cH:23][cH:24][cH:25][cH:26][c:27]1[OH:28]>>[CH2:1]([c:2]1[cH:3][cH:4][cH:5][cH:6][cH:7]1)[O:8][C:9](=[O:10])[NH:11][CH:12]1[CH2:13][CH2:14][CH:15]([C:18](=[O:20])[NH:21][c:22]2[cH:23][cH:24][cH:25][cH:26][c:27]2[OH:28])[CH2:16][CH2:17]1. Starting materials: CC1(CCOC2=C(C=CC=C12)I)C (4,4-dimethyl-8-iodochroman), [Mg] (magnesium), [Cl-].[NH4+] (ammonium chloride), COC=C=C (methoxyallene). Reagents/catalysts: [Cu]I (CuI), BrC(C)Br (dibromoethane). Solvent: C(C)OCC (ethyl ether), C(C)OCC (ethyl ether). Reaction conditions: temperature 35 celsius, time 15 minute. Product: CC1(CCOC2=C(C=CC=C12)CC#C)C (3-(4,4-dimethylchroman-8-yl)prop-1-yne). As a reaction SMILES: [Mg].[CH3:2][C:3]1([CH3:14])[C:12]2[C:7](=[C:8](I)[CH:9]=[CH:10][CH:11]=2)[O:6][CH2:5][CH2:4]1.CO[CH:17]=[C:18]=[CH2:19].[Cl-].[NH4+]>BrC(Br)C.C(OCC)C.[Cu]I>[CH3:2][C:3]1([CH3:14])[C:12]2[C:7](=[C:8]([CH2:19][C:18]#[CH:17])[CH:9]=[CH:10][CH:11]=2)[O:6][CH2:5][CH2:4]1 |f:3.4|. Procedure: 280 mg (11.5 mmol) of magnesium, activated with 1 drop of dibromoethane, are introduced into a three-necked flask under argon. A solution of 3.00 g (10.4 mmol) of 4,4-dimethyl-8-iodochroman in 15 ml of ethyl ether is added dropwise, so as to maintain the reflux of the solvent, and the reaction mixture is stirred at 35° C. for 15 minutes. It is subsequently cooled to −5° C., 40 mg (0.2 mmol) of CuI are added and a solution composed of 1.24 g (17.7 mmol) of methoxyallene in 5 ml of ethyl ether is ... The reactants are CC(=O)OC(C)=O, CO, COc1ccc2[nH]c(SCc3ncc(C)c(OC)c3C)nc2c1, [Na], O, Cc1ccccc1. Product: COc1ccc2[nH]c(S(=O)Cc3ncc(C)c(OC)c3C)nc2c1. Reaction SMILES: [CH3:2][C:3](=[O:4])[O:5][C:6](=[O:7])[CH3:8].[CH3:33][OH:34].[CH3:9][O:10][c:11]1[cH:12][c:13]2[c:14]([nH:15][c:16]([S:18][CH2:19][c:20]3[n:21][cH:22][c:23]([CH3:29])[c:24]([O:27][CH3:28])[c:25]3[CH3:26])[n:17]2)[cH:30][cH:31]1.[Na:1].[OH2:32].[c:35]1([CH3:36])[cH:37][cH:38][cH:39][cH:40][cH:41]1>>[O:4]=[S:18]([c:16]1[nH:15][c:14]2[c:13]([cH:12][c:11]([O:10][CH3:9])[cH:31][cH:30]2)[n:17]1)[CH2:19][c:20]1[n:21][cH:22][c:23]([CH3:29])[c:24]([O:27][CH3:28])[c:25]1[CH3:26]. Reactants: mixed solution, Cl (hydrochloric acid), C(C)(=O)O (acetic acid), ClC=1C(=C(C=C2C(C(=CN(C12)C1=NC(=C(C=C1F)F)NC)C(=O)OCC)=O)F)F (ethyl 8-chloro-6,7-difluoro-1-(3,5-difluoro-6-methylamino-pyridin-2-yl)-4-oxo-1,4-dihydroquinoline-3-carboxylate). Solvent: O (water). Conditions: time 2.5 hour. The product is ClC=1C(=C(C=C2C(C(=CN(C12)C1=NC(=C(C=C1F)F)NC)C(=O)O)=O)F)F (8-chloro-6,7-difluoro-1-(3,5-difluoro-6-methylaminopyridin-2-yl)-4-oxo-1,4-dihydroquinoline-3-carboxylic acid). Isolated yield 95.2%. As a reaction SMILES: Cl.C(O)(=O)C.[Cl:6][C:7]1[C:8]([F:34])=[C:9]([F:33])[CH:10]=[C:11]2[C:16]=1[N:15]([C:17]1[C:22]([F:23])=[CH:21][C:20]([F:24])=[C:19]([NH:25][CH3:26])[N:18]=1)[CH:14]=[C:13]([C:27]([O:29]CC)=[O:28])[C:12]2=[O:32]>O>[Cl:6][C:7]1[C:8]([F:34])=[C:9]([F:33])[CH:10]=[C:11]2[C:16]=1[N:15]([C:17]1[C:22]([F:23])=[CH:21][C:20]([F:24])=[C:19]([NH:25][CH3:26])[N:18]=1)[CH:14]=[C:13]([C:27]([OH:29])=[O:28])[C:12]2=[O:32]. Procedure details: To 3 ml of a mixed solution (1:1, v/v) of 4 ml of 4N hydrochloric acid and 1 ml of acetic acid was added 510 mg of ethyl 8-chloro-6,7-difluoro-1-(3,5-difluoro-6-methylamino-pyridin-2-yl)-4-oxo-1,4-dihydroquinoline-3-carboxylate, and the mixture was heated under reflux with stirring for 2.5 hours. After adding 2 ml of distilled water, the mixture was allowed to cool, and the precipitate was collected by filtration and washed with ethanol and diisopropylether successively to obtain 454 mg of the t...